From a dataset of the Open Reaction Database (ORD), a public repository of structured organic reaction records. describe an organic reaction: reactants, conditions, products, and yield The reactants are FC=1C=C2C(=C(CC2=CC1)C)CC(=O)OC (methyl 5-fluoro-2-methyl-3-indenyl-acetate). Run in C1CCOC1 (THF). Run at time 1.5 hour. The product is FC=1C=C2C(=C(CC2=CC1)C)CCO (5-fluoro-2-methyl-1H-3-indenyl-(2-hydroxy) ethane). Isolated yield 63.0%. Reaction SMILES: [F:1][C:2]1[CH:3]=[C:4]2[C:8](=[CH:9][CH:10]=1)[CH2:7][C:6]([CH3:11])=[C:5]2[CH2:12][C:13](OC)=[O:14]>C1COCC1>[F:1][C:2]1[CH:3]=[C:4]2[C:8](=[CH:9][CH:10]=1)[CH2:7][C:6]([CH3:11])=[C:5]2[CH2:12][CH2:13][OH:14]. Procedure details: To a solution of methyl 5-fluoro-2-methyl-3-indenyl-acetate (24 g) in dry THF (300 ml) lithiumaluminum hydride (6.9 g) is added. The mixture is stirred at room temperature for 1.5 hours. Excess LiAlH4 is destroyed with saturated aqueous NaHSO4 solution. The organic phase is concentrated in vacuo, and the crude product is purified via silica gel column chromatography elution with methylene chloride. The residue is recrystallized from hexane to give 5-fluoro-2-methyl-1H-3-indenyl-(2-hydroxy) ethan... Reactants: C(C)(C)(C)NS(=O)(=O)C=1OC(=CC1)C1=NC=C(C(=N1)S(=O)C)Cl (N-tert-butyl-5-(5-chloro-4-(methylsulfinyl)pyrimidin-2-yl)furan-2-sulfonamide), C1(CC1)C1=CC(=NN1)N (5-cyclopropyl-1H-pyrazol-3-amine). Run in C(CCC)O (n-butanol). Conditions: temperature 90 celsius, time 2 hour. Product: C(C)(C)(C)NS(=O)(=O)C=1OC(=CC1)C1=NC=C(C(=N1)NC1=NNC(=C1)C1CC1)Cl (N-tert-butyl-5-(5-chloro-4-(5-cyclopropyl-1H-pyrazol-3-ylamino)pyrimidin-2-yl)furan-2-sulfonamide). Yield: 28.0%. RXN SMILES: [C:1]([NH:5][S:6]([C:9]1[O:10][C:11]([C:14]2[N:19]=[C:18](S(C)=O)[C:17]([Cl:23])=[CH:16][N:15]=2)=[CH:12][CH:13]=1)(=[O:8])=[O:7])([CH3:4])([CH3:3])[CH3:2].[CH:24]1([C:27]2[NH:31][N:30]=[C:29]([NH2:32])[CH:28]=2)[CH2:26][CH2:25]1>C(O)CCC>[C:1]([NH:5][S:6]([C:9]1[O:10][C:11]([C:14]2[N:19]=[C:18]([NH:32][C:29]3[CH:28]=[C:27]([CH:24]4[CH2:26][CH2:25]4)[NH:31][N:30]=3)[C:17]([Cl:23])=[CH:16][N:15]=2)=[CH:12][CH:13]=1)(=[O:8])=[O:7])([CH3:4])([CH3:3])[CH3:2]. Procedure details: The mixture of the crude N-tert-butyl-5-(5-chloro-4-(methylsulfinyl)pyrimidin-2-yl)furan-2-sulfonamide and 5-cyclopropyl-1H-pyrazol-3-amine (255 mg, 2.08 mmol, 5.0 equiv.) in n-butanol (6 mL) was stirred at 90° C. for 2 h, then, partitioned between brine and ethylacetate. The organic layer was washed over brine, dried over Na2SO4, filtered and concentrated. The residue was purified by column chromatography to afford N-tert-butyl-5-(5-chloro-4-(5-cyclopropyl-1H-pyrazol-3-ylamino)pyrimidin-2-yl)fu... Reactants: CCN=C=NCCCN(C)C, Cl, Nc1nc[nH]n1, O=C(O)CCCOc1cccc(CNC(=O)c2nc3ccccc3c(=O)[nH]2)c1, CN(C)C=O, O, On1nnc2ccccc21. The product is O=C(CCCOc1cccc(CNC(=O)c2nc3ccccc3c(=O)[nH]2)c1)Nc1nc[nH]n1. RXN SMILES: [CH3:36][N:37]([CH3:38])[CH2:39][CH2:40][CH2:41][N:42]=[C:43]=[N:44][CH2:45][CH3:46].[ClH:35].[NH2:29][c:30]1[n:31][cH:32][nH:33][n:34]1.[O:1]=[c:2]1[nH:3][c:4]([C:12](=[O:13])[NH:14][CH2:15][c:16]2[cH:17][c:18]([O:22][CH2:23][CH2:24][CH2:25][C:26](=[O:27])[OH:28])[cH:19][cH:20][cH:21]2)[n:5][c:6]2[cH:7][cH:8][cH:9][cH:10][c:11]12.[O:57]=[CH:58][N:59]([CH3:60])[CH3:61].[OH2:62].[OH:47][n:48]1[c:49]2[cH:50][cH:51][cH:52][cH:53][c:54]2[n:55][n:56]1>>[O:1]=[c:2]1[nH:3][c:4]([C:12](=[O:13])[NH:14][CH2:15][c:16]2[cH:17][c:18]([O:22][CH2:23][CH2:24][CH2:25][C:26](=[O:27])[NH:29][c:30]3[n:31][cH:32][nH:33][n:34]3)[cH:19][cH:20][cH:21]2)[n:5][c:6]2[cH:7][cH:8][cH:9][cH:10][c:11]12. The reactants are NCCC1=CC=C(C=C1)C1=C(C2=C(S1)C=CC=C2)CC2=CC=C(C=C2)OCCN2CCCC2 (2-[4-(2-aminoethyl)phenyl]-3-[4-[2-(1-pyrrolidinyl)ethoxy]benzyl]benzo[b]thiophene), C(C1=CC=CC=C1)(=O)O (benzoic acid), C1CCC(CC1)N=C=NC2CCCCC2 (DCC). Run in ClCCl (dichloro-methane). Run at time 17 hour. Yields the product C(C1=CC=CC=C1)(=O)NCCC1=CC=C(C=C1)C1=C(C2=C(S1)C=CC=C2)CC2=CC=C(C=C2)OCCN2CCCC2 (2-[4-[2-(Benzoylamino)ethyl]phenyl]-3-[4-[2-(1-pyrrolidinyl)ethoxy]benzyl]benzo[b]thiophene). Yield: 82.0%. RXN SMILES: [NH2:1][CH2:2][CH2:3][C:4]1[CH:9]=[CH:8][C:7]([C:10]2[S:14][C:13]3[CH:15]=[CH:16][CH:17]=[CH:18][C:12]=3[C:11]=2[CH2:19][C:20]2[CH:25]=[CH:24][C:23]([O:26][CH2:27][CH2:28][N:29]3[CH2:33][CH2:32][CH2:31][CH2:30]3)=[CH:22][CH:21]=2)=[CH:6][CH:5]=1.[C:34](O)(=[O:41])[C:35]1[CH:40]=[CH:39][CH:38]=[CH:37][CH:36]=1.C1CCC(N=C=NC2CCCCC2)CC1>ClCCl>[C:34]([NH:1][CH2:2][CH2:3][C:4]1[CH:9]=[CH:8][C:7]([C:10]2[S:14][C:13]3[CH:15]=[CH:16][CH:17]=[CH:18][C:12]=3[C:11]=2[CH2:19][C:20]2[CH:21]=[CH:22][C:23]([O:26][CH2:27][CH2:28][N:29]3[CH2:30][CH2:31][CH2:32][CH2:33]3)=[CH:24][CH:25]=2)=[CH:6][CH:5]=1)(=[O:41])[C:35]1[CH:40]=[CH:39][CH:38]=[CH:37][CH:36]=1. Reported procedure: A solution of 2-[4-(2-aminoethyl)phenyl]-3-[4-[2-(1-pyrrolidinyl)ethoxy]benzyl]benzo[b]thiophene (140 mg) in dichloro-methane (3.0 mL) was treated benzoic acid (40 mg) and DCC (60 mg) sequentially and allowed to stir at ambient temperature for 17 h. The reaction mixture was then concentrated and fractionated by column chromatography with 5% Et3N in EtOAc to afford the product (141 mg). Reactants: C(=O)[O-].[Na+] (sodium formate), NC1=C(C=CC=C1)CS(=O)(=O)NC(C)(C)C (2-amino-N-(1,1-dimethylethyl)benzenemethanesulfonamide), CO (methanol), C(C)(=O)Cl (acetyl chloride). Run in C(C)OCC (ethyl ether), C(Cl)Cl (CH2Cl2). Conditions: temperature 0 celsius, time 5 hour. Product: C(C)(=O)OC=O (Formic acetic anhydride), CC(C)(C)NS(=O)(=O)CC1=C(C=CC=C1)NC=O (N-(1,1-Dimethylethyl)-2-(formylamino)benzenemethanesulfonamide). As a reaction SMILES: [CH:1]([O-:3])=[O:2].[Na+].[C:5](Cl)(=[O:7])C.[NH2:9][C:10]1[CH:15]=[CH:14][CH:13]=[CH:12][C:11]=1[CH2:16][S:17]([NH:20][C:21]([CH3:24])([CH3:23])[CH3:22])(=[O:19])=[O:18].[CH3:25][OH:26]>C(OCC)C.C(Cl)Cl>[C:1]([O:3][CH:5]=[O:7])(=[O:2])[CH3:10].[CH3:24][C:21]([NH:20][S:17]([CH2:16][C:11]1[CH:12]=[CH:13][CH:14]=[CH:15][C:10]=1[NH:9][CH:25]=[O:26])(=[O:19])=[O:18])([CH3:22])[CH3:23] |f:0.1|. Procedure details: Formic acetic anhydride was prepared by stirring a slurry of 34.4 g (0.42 mol) sodium formate in 35 mL ethyl ether and adding 24.9 mL (0.35 mol) of acetyl chloride dropwise keeping the temperature at 25° C. with intermittent cooling. After vigorous stirring for 5 hours the slurry was filtered into another reaction vessel and diluted with 100 mL CH2Cl2, then chilled to 0° C. A solution of 40 g (0.16 mol) 2-amino-N-(1,1-dimethylethyl)benzenemethanesulfonamide in 200 mL CH2Cl2 was then added dropwi...